From a dataset of the Open Reaction Database (ORD), a public repository of structured organic reaction records. describe an organic reaction: reactants, conditions, products, and yield Reactants: CC(C)(C)[Si](C)(C)Cl, C1CCOC1, CCC(=O)c1ccc(OCc2ccc(OC)cc2)cc1, C[Si](C)(C)[N-][Si](C)(C)C, [K+], O. Yields the product CC=C(O[Si](C)(C)C(C)(C)C)c1ccc(OCc2ccc(OC)cc2)cc1. As a reaction SMILES: [C:36]([CH3:37])([CH3:38])([CH3:39])[Si:40]([Cl:41])([CH3:42])[CH3:43].[CH2:11]1[O:12][CH2:13][CH2:14][CH2:15]1.[CH3:16][O:17][c:18]1[cH:19][cH:20][c:21]([CH2:22][O:23][c:24]2[cH:25][cH:26][c:27]([C:30]([CH2:31][CH3:32])=[O:33])[cH:28][cH:29]2)[cH:34][cH:35]1.[CH3:1][Si:2]([CH3:3])([CH3:4])[N-:5][Si:6]([CH3:7])([CH3:8])[CH3:9].[K+:10].[OH2:44]>>[CH3:16][O:17][c:18]1[cH:19][cH:20][c:21]([CH2:22][O:23][c:24]2[cH:25][cH:26][c:27]([C:30](=[CH:31][CH3:32])[O:33][Si:40]([C:36]([CH3:37])([CH3:38])[CH3:39])([CH3:42])[CH3:43])[cH:28][cH:29]2)[cH:34][cH:35]1.